This data is from the Open Reaction Database (ORD), a public repository of structured organic reaction records. The task is: describe an organic reaction: reactants, conditions, products, and yield Starting materials: FC(C=1C=C(C=CC1)C=1C=NN2C1NC(C=C2)=O)(F)F (3-(3-(trifluoromethyl)phenyl)pyrazolo[1,5-a]pyrimidin-5(4H)-one), O=P(Cl)(Cl)Cl (POCl3). Reaction conditions: temperature 107 celsius, time 16 hour. Yields the product ClC1=NC=2N(C=C1)N=CC2C2=CC(=CC=C2)C(F)(F)F (5-chloro-3-(3-(trifluoromethyl)phenyl)pyrazolo[1,5-a]pyrimidine). Isolated yield 66.6%. Reaction SMILES: [F:1][C:2]([F:20])([F:19])[C:3]1[CH:4]=[C:5]([C:9]2[CH:10]=[N:11][N:12]3[CH:17]=[CH:16][C:15](=O)[NH:14][C:13]=23)[CH:6]=[CH:7][CH:8]=1.O=P(Cl)(Cl)[Cl:23]>>[Cl:23][C:15]1[CH:16]=[CH:17][N:12]2[N:11]=[CH:10][C:9]([C:5]3[CH:6]=[CH:7][CH:8]=[C:3]([C:2]([F:20])([F:19])[F:1])[CH:4]=3)=[C:13]2[N:14]=1. Reported procedure: A mixture of 3-(3-(trifluoromethyl)phenyl)pyrazolo[1,5-a]pyrimidin-5(4H)-one (2.07 g, 7.41 mmol) and POCl3 (6.91 ml, 74.1 mmol) was heated to 107° C. The heating was continued for 16 hours. The reaction mixture was cooled to RT and the POCl3 removed in vacuo to give a waxy solid. The solid was triturated multiple times with Et2O and the Et2O layers were combined and rotovaced. The resulting residue was taken up in DCM and washed with saturated aqueous NaHCO3, dried over Na2SO4 and concentrated i... The reactants are Cc1ccc(S(=O)(=O)OCCOc2ccc(CC(NC(=O)OC3COC4OCCC34)C(O)CN(CC(C)C)S(=O)(=O)c3ccc4c(c3)OCO4)cc2)cc1, CS(C)=O, O, C1CSCN1. Yields the product CC(C)CN(CC(O)C(Cc1ccc(OCCN2CCSC2)cc1)NC(=O)OC1COC2OCCC12)S(=O)(=O)c1ccc2c(c1)OCO2. Reaction SMILES: [CH3:1][c:2]1[cH:3][cH:4][c:5]([S:6]([O:7][CH2:12][CH2:13][O:14][c:15]2[cH:16][cH:17][c:18]([CH2:21][CH:22]([CH:23]([CH2:24][N:25]([CH2:26][CH:27]([CH3:28])[CH3:29])[S:30](=[O:31])(=[O:32])[c:33]3[cH:34][c:35]4[c:36]([cH:40][cH:41]3)[O:37][CH2:38][O:39]4)[OH:42])[NH:43][C:44](=[O:45])[O:46][CH:47]3[CH2:48][O:49][CH:50]4[O:51][CH2:52][CH2:53][CH:54]34)[cH:19][cH:20]2)(=[O:8])=[O:9])[cH:10][cH:11]1.[CH3:60][S:61]([CH3:62])=[O:63].[OH2:64].[S:55]1[CH2:56][NH:57][CH2:58][CH2:59]1>>[CH2:12]([CH2:13][O:14][c:15]1[cH:16][cH:17][c:18]([CH2:21][CH:22]([CH:23]([CH2:24][N:25]([CH2:26][CH:27]([CH3:28])[CH3:29])[S:30](=[O:31])(=[O:32])[c:33]2[cH:34][c:35]3[c:36]([cH:40][cH:41]2)[O:37][CH2:38][O:39]3)[OH:42])[NH:43][C:44](=[O:45])[O:46][CH:47]2[CH2:48][O:49][CH:50]3[O:51][CH2:52][CH2:53][CH:54]23)[cH:19][cH:20]1)[N:57]1[CH2:56][S:55][CH2:59][CH2:58]1. Starting materials: NC=1C=CC2=C(N(N=C2C1)CC(C)(C#N)NC(C1=CC=C(C=C1)OC(F)(F)F)=O)OC (N-[2-(6-Amino-3-methoxy-2H-indazol-2-yl)-1-cyano-1-methylethyl]-4-trifluoromethoxybenzamide), C(C)(=O)Cl (acetyl chloride). Product: C(C)(=O)NC=1C=CC2=C(N(N=C2C1)CC(C)(C#N)NC(C1=CC=C(C=C1)OC(F)(F)F)=O)OC (N-[2-(6-Acetylamino-3-methoxy-2H-indazol-2-yl)-1-cyano-1-methylethyl]-4-trifluoromethoxybenzamide), solid. The yield is 32.0%. RXN SMILES: [NH2:1][C:2]1[CH:3]=[CH:4][C:5]2[C:9]([CH:10]=1)=[N:8][N:7]([CH2:11][C:12]([NH:16][C:17](=[O:29])[C:18]1[CH:23]=[CH:22][C:21]([O:24][C:25]([F:28])([F:27])[F:26])=[CH:20][CH:19]=1)([C:14]#[N:15])[CH3:13])[C:6]=2[O:30][CH3:31].[C:32](Cl)(=[O:34])[CH3:33]>>[C:32]([NH:1][C:2]1[CH:3]=[CH:4][C:5]2[C:9]([CH:10]=1)=[N:8][N:7]([CH2:11][C:12]([NH:16][C:17](=[O:29])[C:18]1[CH:19]=[CH:20][C:21]([O:24][C:25]([F:28])([F:26])[F:27])=[CH:22][CH:23]=1)([C:14]#[N:15])[CH3:13])[C:6]=2[O:30][CH3:31])(=[O:34])[CH3:33]. Procedure details: Using a procedure similar to that described in Example 1, except using N-[2-(6-amino-3-methoxy-2H-indazol-2-yl)-1-cyano-1-methylethyl]-4-trifluoromethoxybenzamide (23 mg, described in Example 129) and acetyl chloride, the title compound was isolated as a white solid (8 mg, 32%). MS (ES): M/Z [M+H]=476. 1H NMR: (400 MHz, DMSO-d6): 1.71 (s, 3H), 2.05 (s, 3H), 4.16 (s, 3H), 4.71 (d, 1H), 4.82 (d, 1H), 6.88 (dd, J=9.2, 1.6 Hz, 1H), 7.52 (d, J=8.0 Hz, 2H), 7.74 (d, J=9.1 Hz, 1H), 7.86 (s, 1H), 7.99 (... Reactants: CCO, [H][H], O, O=C(c1ccc(-n2ccnc2)cc1)N1CCN(Cc2ccccc2)CC1. The product is O=C(c1ccc(-n2ccnc2)cc1)N1CCNCC1. As a reaction SMILES: [CH3:29][CH2:30][OH:31].[H:27][H:28].[OH2:32].[n:1]1(-[c:6]2[cH:7][cH:8][c:9]([C:10](=[O:11])[N:12]3[CH2:13][CH2:14][N:15]([CH2:18][c:19]4[cH:20][cH:21][cH:22][cH:23][cH:24]4)[CH2:16][CH2:17]3)[cH:25][cH:26]2)[cH:2][n:3][cH:4][cH:5]1>>[n:1]1(-[c:6]2[cH:7][cH:8][c:9]([C:10](=[O:11])[N:12]3[CH2:13][CH2:14][NH:15][CH2:16][CH2:17]3)[cH:25][cH:26]2)[cH:2][n:3][cH:4][cH:5]1. The reactants are COC1=CC=C(C=C1)C1=C2CC(NC2=CC=C1)=O (4-(4-methoxy-phenyl)-1,3-dihydro-indol-2-one), N1(CCCC1)CCNC(=O)C1=C(NC(=C1C)C=O)C (5-formyl-2,4-dimethyl-1H-pyrrole-3-carboxylic acid (2-pyrrolidin-1-yl-ethyl)-amide). The reagents and catalysts are N1CCCCC1 (piperidine). Solvent: C(C)O (ethanol). Run at time 3 day. The product is N1(CCCC1)CCNC(=O)C1=C(NC(=C1C)C=C1C(NC2=CC=CC(=C12)C1=CC=C(C=C1)OC)=O)C (5-[4-(4-Methoxy-phenyl)-2-oxo-1,2-dihydro-indol-3-ylidenemethyl]-2,4-dimethyl-1H-pyrrole-3-carboxylic acid (2-pyrrolidin-1-yl-ethyl)-amide). Isolated yield 71.0%. As a reaction SMILES: [CH3:1][O:2][C:3]1[CH:8]=[CH:7][C:6]([C:9]2[CH:17]=[CH:16][CH:15]=[C:14]3[C:10]=2[CH2:11][C:12](=[O:18])[NH:13]3)=[CH:5][CH:4]=1.[N:19]1([CH2:24][CH2:25][NH:26][C:27]([C:29]2[C:33]([CH3:34])=[C:32]([CH:35]=O)[NH:31][C:30]=2[CH3:37])=[O:28])[CH2:23][CH2:22][CH2:21][CH2:20]1>C(O)C.N1CCCCC1>[N:19]1([CH2:24][CH2:25][NH:26][C:27]([C:29]2[C:33]([CH3:34])=[C:32]([CH:35]=[C:11]3[C:10]4[C:14](=[CH:15][CH:16]=[CH:17][C:9]=4[C:6]4[CH:7]=[CH:8][C:3]([O:2][CH3:1])=[CH:4][CH:5]=4)[NH:13][C:12]3=[O:18])[NH:31][C:30]=2[CH3:37])=[O:28])[CH2:23][CH2:22][CH2:21][CH2:20]1. Reported procedure: To a solution of 4-(4-methoxy-phenyl)-1,3-dihydro-indol-2-one (59.8 mg, 0.25 mmol) and 5-formyl-2,4-dimethyl-1H-pyrrole-3-carboxylic acid (2-pyrrolidin-1-yl-ethyl)-amide (68.5 mg, 0.25 mmol) in ethanol (2 mL) was added piperidine (3 drops). The reaction mixture was stirred at room temperature for three days. A yellow solid product was precipitated out, filtered, washed by ethanol for three times, and dried under high vacuum to provide pure product 5-[4-(4-Methoxy-phenyl)-2-oxo-1,2-dihydro-indol-... Starting materials: NC1=CC=C(O[C@H]2[C@@H](CCCC2)N(CC)CC)C=C1 (trans-2-(4-aminophenoxy)-N,N-diethylcyclohexanamine), CS(=O)(=O)OS(=O)(=O)C (methanesulfonic acid anhydride). Solvent: C(C)#N (acetonitrile). The product is CS(=O)(=O)O.C(C)N([C@H]1[C@@H](CCCC1)OC1=CC=C(C=C1)NS(=O)(=O)C)CC (trans-N-[4-[2-(Diethylamino)cyclohexyloxy]phenyl]methanesulfonamide methanesulfonic acid salt). RXN SMILES: [NH2:1][C:2]1[CH:19]=[CH:18][C:5]([O:6][C@@H:7]2[CH2:12][CH2:11][CH2:10][CH2:9][C@H:8]2[N:13]([CH2:16][CH3:17])[CH2:14][CH3:15])=[CH:4][CH:3]=1.[CH3:20][S:21]([O:24]S(C)(=O)=O)(=[O:23])=[O:22]>C(#N)C>[CH3:20][S:21]([OH:24])(=[O:23])=[O:22].[CH2:16]([N:13]([CH2:14][CH3:15])[C@@H:8]1[CH2:9][CH2:10][CH2:11][CH2:12][C@H:7]1[O:6][C:5]1[CH:18]=[CH:19][C:2]([NH:1][S:21]([CH3:20])(=[O:23])=[O:22])=[CH:3][CH:4]=1)[CH3:17] |f:3.4|. Procedure details: To 3.16 g (12 mmol) of trans-2-(4-aminophenoxy)-N,N-diethylcyclohexanamine in 20 mL of acetonitrile under an N2 atmosphere add 2.10 g (10 mmol) of methanesulfonic acid anhydride. Stir the reaction for 3 h at 50° C. Cool the reaction mixture and remove the solvent in vacuo. Recrystallize the resulting product from acetone/ether to afford the title compound. Reactants: C1COCCO1, Cl, C1COCCO1, CC(C)(C)OC(=O)N1CCCC1C(=O)NCC(=O)N1CCC(=C2c3ccccc3C=Cc3ccccc32)CC1. Product: Cl, O=C(NCC(=O)N1CCC(=C2c3ccccc3C=Cc3ccccc32)CC1)C1CCCN1. RXN SMILES: [CH2:47]1[O:48][CH2:49][CH2:50][O:51][CH2:52]1.[ClH:46].[O:40]1[CH2:41][CH2:42][O:43][CH2:44][CH2:45]1.[cH:1]1[cH:2][cH:3][cH:4][c:5]2[c:11]1[CH:10]=[CH:9][c:8]1[c:7]([cH:15][cH:14][cH:13][cH:12]1)[C:6]2=[C:16]1[CH2:17][CH2:18][N:19]([C:22]([CH2:23][NH:24][C:25](=[O:26])[CH:27]2[N:28]([C:32]([O:33][C:34]([CH3:35])([CH3:36])[CH3:37])=[O:38])[CH2:29][CH2:30][CH2:31]2)=[O:39])[CH2:20][CH2:21]1>>[ClH:46].[cH:1]1[cH:2][cH:3][cH:4][c:5]2[c:11]1[CH:10]=[CH:9][c:8]1[c:7]([cH:15][cH:14][cH:13][cH:12]1)[C:6]2=[C:16]1[CH2:17][CH2:18][N:19]([C:22]([CH2:23][NH:24][C:25](=[O:26])[CH:27]2[NH:28][CH2:29][CH2:30][CH2:31]2)=[O:39])[CH2:20][CH2:21]1.